Dataset: the Open Reaction Database (ORD), a public repository of structured organic reaction records. Task: describe an organic reaction: reactants, conditions, products, and yield Starting materials: OC1C(N(CC1)CC(=O)N)=O ((R/S)-2-(3-hydroxy-2-oxo-1-pyrrolidinyl)acetamide), OC1C(N(CC1)C(C(=O)OCC)C)=O (ethyl (R/S)-2-(3-hydroxy-2-oxo-1-pyrroldinyl)propionate). Product: OC1C(N(CC1)C(C(=O)N)C)=O ((R/S)-2-(3-hydroxy-2-oxo-1-pyrrolidinyl)propionamide). As a reaction SMILES: [OH:1][CH:2]1[CH2:6][CH2:5][N:4]([CH2:7][C:8]([NH2:10])=[O:9])[C:3]1=[O:11].O[CH:13]1CCN(C(C)C(OCC)=O)C1=O>>[OH:1][CH:2]1[CH2:6][CH2:5][N:4]([CH:7]([CH3:13])[C:8]([NH2:10])=[O:9])[C:3]1=[O:11]. Reported procedure: According to the process described in paragraph (b) of Example 1, from ethyl (R/S)-2-(3-hydroxy-2-oxo-1-pyrroldinyl)propionate there is obtained, after chromatographic filtration of silica gel (granular size 0.2-0.5 mm), elution with acetonitrile/ethanol (1:1) and crystallization from acetonitrile, (R/S)-2-(3-hydroxy-2-oxo-1-pyrrolidinyl)propionamide of melting point 139°-141°.